Dataset: the Open Reaction Database (ORD), a public repository of structured organic reaction records. Task: describe an organic reaction: reactants, conditions, products, and yield Reactants: C(C)(C)(C)OC(N(C)C)N(C)C (Tert-butoxybis(dimethylamino)methane), CC1=CC=C2C=CC(=NC2=N1)NC(C1=CC=C(C=C1)OC)=O (N-(7-methyl-1,8-naphthyridin-2-yl)-4-methoxybenzamide), CN(C=O)C (dimethylformamide), solution, Cl (hydrochloric acid). The solvent is C(C)O (ethanol), C(Cl)(Cl)(Cl)Cl (carbon tetrachloride), O (water), C(C)OCC (ethyl ether). Conditions: temperature 130 celsius, time 3 hour. Yields the product CN(C=CC1=CC=C2C=CC(=NC2=N1)NC(C1=CC=C(C=C1)OC)=O)C (N-[7-(2-Dimethylaminovinyl)-1,8-naphthyridin-2-yl]-4-methoxybenzamide). As a reaction SMILES: C(O[CH:6](N(C)C)[N:7]([CH3:9])[CH3:8])(C)(C)C.[CH3:13][C:14]1[N:23]=[C:22]2[C:17]([CH:18]=[CH:19][C:20]([NH:24][C:25](=[O:34])[C:26]3[CH:31]=[CH:30][C:29]([O:32][CH3:33])=[CH:28][CH:27]=3)=[N:21]2)=[CH:16][CH:15]=1.CN(C)C=O.Cl>C(O)C.C(OCC)C.C(Cl)(Cl)(Cl)Cl.O>[CH3:6][N:7]([CH3:9])[CH:8]=[CH:13][C:14]1[N:23]=[C:22]2[C:17]([CH:18]=[CH:19][C:20]([NH:24][C:25](=[O:34])[C:26]3[CH:31]=[CH:30][C:29]([O:32][CH3:33])=[CH:28][CH:27]=3)=[N:21]2)=[CH:16][CH:15]=1. Procedure details: Tert-butoxybis(dimethylamino)methane (28 g) is added to a suspension composed of N-(7-methyl-1,8-naphthyridin-2-yl)-4-methoxybenzamide (12 g) and anhydrous dimethylformamide (12 cc). The mixture is stirred for 3 hours at 130° C. The solution obtained is poured into water (100 cc) and the mixture extracted with methylene chloride (200 cc). The organic extracts are washed with water (2×100 cc), dried over magnesium sulphate and concentrated to dryness at 50° C. under reduced pressure (0.5 kPa). Th... Reactants: C1(CCCC1)C(CCC1=CC(=NC(=C1)CC)CC)=O (1-cyclopentyl-3-(2,6-diethylpyridin-4-yl)propan-1-one), CCOC(=O)C (EtOAc), 2-L, [Li+].C[Si](C)(C)[N-][Si](C)(C)C (LiHMDS), CCOC(=O)C (EtOAc). The solvent is CC(C)(C)OC (MTBE). Run at temperature -34 celsius, time 30 minute. Yields the product C1(CCCC1)C(CC(=O)O)(CCC1=CC(=NC(=C1)CC)CC)O (3-cyclopentyl-5-(2,6-diethylpyridin-4-yl)-3-hydroxypentanoic acid). Reaction SMILES: [Li+].C[Si]([N-][Si](C)(C)C)(C)C.CC[O:13][C:14]([CH3:16])=[O:15].[CH:17]1([C:22](=[O:35])[CH2:23][CH2:24][C:25]2[CH:30]=[C:29]([CH2:31][CH3:32])[N:28]=[C:27]([CH2:33][CH3:34])[CH:26]=2)[CH2:21][CH2:20][CH2:19][CH2:18]1>CC(OC)(C)C>[CH:17]1([C:22]([OH:35])([CH2:23][CH2:24][C:25]2[CH:26]=[C:27]([CH2:33][CH3:34])[N:28]=[C:29]([CH2:31][CH3:32])[CH:30]=2)[CH2:16][C:14]([OH:13])=[O:15])[CH2:21][CH2:20][CH2:19][CH2:18]1 |f:0.1|. Procedure: A clean 2-L, 3-neck flask was charged with LiHMDS (1.0 M in THF, 355 mL, 0.355 mol) and purged with nitrogen. The flask was cooled to −34° C. An addition funnel was then charged with EtOAc (35 mL, 0.3583 mol) and this reagent was slowly added to the reaction vessel at such a rate that the low temperature of the vessel could be maintained. After complete EtOAc addition another addition funnel was charged with the 1-cyclopentyl-3-(2,6-diethylpyridin-4-yl)propan-1-one solution (crude MTBE soln from... The reactants are CC[SiH](CC)CC, ClCCl, COc1ccc(CN2C(=O)C(O)(c3cc(C#N)c(O)cc3O)c3ccccc32)cc1, O=C(O)C(F)(F)F. Product: COc1ccc(CN2C(=O)C(c3cc(C#N)c(O)cc3O)c3ccccc32)cc1. Reaction SMILES: [CH2:31]([SiH:32]([CH2:33][CH3:34])[CH2:35][CH3:36])[CH3:37].[Cl:45][CH2:46][Cl:47].[OH:1][c:2]1[c:3]([C:4]#[N:5])[cH:6][c:7]([C:11]2([OH:30])[C:12](=[O:29])[N:13]([CH2:20][c:21]3[cH:22][cH:23][c:24]([O:27][CH3:28])[cH:25][cH:26]3)[c:14]3[cH:15][cH:16][cH:17][cH:18][c:19]32)[c:8]([OH:10])[cH:9]1.[OH:38][C:39]([C:40]([F:41])([F:42])[F:43])=[O:44]>>[OH:1][c:2]1[c:3]([C:4]#[N:5])[cH:6][c:7]([CH:11]2[C:12](=[O:29])[N:13]([CH2:20][c:21]3[cH:22][cH:23][c:24]([O:27][CH3:28])[cH:25][cH:26]3)[c:14]3[cH:15][cH:16][cH:17][cH:18][c:19]32)[c:8]([OH:10])[cH:9]1. Reactants: [Si](C)(C)(C(C)(C)C)OCC(CC(=O)OCC)NCCC(=O)OCC (Ethyl 4-(tert-butyldimethylsilyloxy)-3-(3-ethoxy-3-oxopropylamino)butanoate), C(=O)(O)[O-].[Na+] (NaHCO3), ClC(=O)OCC1=CC=CC=C1 (benzyl chloroformate). Solvent: O1CCOCC1 (dioxane). Yields the product C(C1=CC=CC=C1)OC(=O)N(C(CC(=O)OCC)CO[Si](C)(C)C(C)(C)C)CCC(=O)OCC (Ethyl 3-((benzyloxycarbonyl)(3-ethoxy-3-oxopropyl)amino)-4-(tert-butyldimethylsilyloxy)butanoate). Yield: 72.9%. RXN SMILES: [Si:1]([O:8][CH2:9][CH:10]([NH:17][CH2:18][CH2:19][C:20]([O:22][CH2:23][CH3:24])=[O:21])[CH2:11][C:12]([O:14][CH2:15][CH3:16])=[O:13])([C:4]([CH3:7])([CH3:6])[CH3:5])([CH3:3])[CH3:2].C([O-])(O)=O.[Na+].Cl[C:31]([O:33][CH2:34][C:35]1[CH:40]=[CH:39][CH:38]=[CH:37][CH:36]=1)=[O:32]>O1CCOCC1>[CH2:34]([O:33][C:31]([N:17]([CH2:18][CH2:19][C:20]([O:22][CH2:23][CH3:24])=[O:21])[CH:10]([CH2:9][O:8][Si:1]([C:4]([CH3:6])([CH3:7])[CH3:5])([CH3:3])[CH3:2])[CH2:11][C:12]([O:14][CH2:15][CH3:16])=[O:13])=[O:32])[C:35]1[CH:40]=[CH:39][CH:38]=[CH:37][CH:36]=1 |f:1.2|. Procedure details: To the amine 3B (7.80 g, 21.6 mmol) and NaHCO3 (2.82 g, 33.6 mmol, 1.55 eq) in 40 mL anhydrous dioxane was added benzyl chloroformate (4.80 g, 28.1 mmol, 1.3 eq) at 0° C. over 5 mins. The ice bath was removed, and the mixture was allowed to warm to RT overnight. Solvents were removed in vacuo; the residue was diluted with 50 mL of water and 100 mL of EtOAc. The organic phase was separated, and the aqueous phase was further extracted with ethyl acetate (3×50 mL). The combined organic phase was dr... Procedure details: 6-Chloro-N-{[(4R)-2,2-dimethyl-1,3-dioxolan-4-yl]methoxy}-3-[(2-fluoro-4-iodophenyl)amino]pyridazine-4-carboxamide (38 mg, 0.07 mmol) was heated at 90° C. in acetic acid/water (85%, 1.5 mL) for 2 hours. The mixture was concentrated and purified by flash chromatography to give the desired adduct. LC/MS [Method B: rt: 7.02 min; m/z: 483 (M+1)]. Reactants: ClC1=CC(=C(N=N1)NC1=C(C=C(C=C1)I)F)C(=O)NOC[C@@H]1OC(OC1)(C)C (6-Chloro-N-{[(4R)-2,2-dimethyl-1,3-dioxolan-4-yl]methoxy}-3-[(2-fluoro-4-iodophenyl)amino]pyridazine-4-carboxamide). Product: OC(CONC(=O)C1=C(N=NC(=C1)Cl)NC1=C(C=C(C=C1)I)F)CO (6-Chloro-3-(2-fluoro-4-iodo-phenylamino)-pyridazine-4-carboxylic acid (2,3-dihydroxy-propoxy)-amide). As a reaction SMILES: [Cl:1][C:2]1[N:7]=[N:6][C:5]([NH:8][C:9]2[CH:14]=[CH:13][C:12]([I:15])=[CH:11][C:10]=2[F:16])=[C:4]([C:17]([NH:19][O:20][CH2:21][C@H:22]2[CH2:26][O:25]C(C)(C)[O:23]2)=[O:18])[CH:3]=1>C(O)(=O)C.O>[OH:23][CH:22]([CH2:26][OH:25])[CH2:21][O:20][NH:19][C:17]([C:4]1[CH:3]=[C:2]([Cl:1])[N:7]=[N:6][C:5]=1[NH:8][C:9]1[CH:14]=[CH:13][C:12]([I:15])=[CH:11][C:10]=1[F:16])=[O:18] |f:1.2|. The solvent is C(C)(=O)O.O (acetic acid water).